Dataset: the Open Reaction Database (ORD), a public repository of structured organic reaction records. Task: describe an organic reaction: reactants, conditions, products, and yield Starting materials: NC1=NC=2CCCCC2C2=C1N=CN2CCCO (4-amino-6,7,8,9-tetrahydro-1H-imidazo[4,5-c]quinoline-1-propanol), S(=O)(Cl)Cl (Thionyl chloride). Solvent: CN(C=O)C (Dimethylformamide). The product is ClCCCN1C=NC=2C(=NC=3CCCCC3C21)N (1-(3-Chloropropyl)-6,7,8,9-tetrahydro-1H-imidazo[4,5-c]quinolin-4-amine). As a reaction SMILES: [NH2:1][C:2]1[C:11]2[N:12]=[CH:13][N:14]([CH2:15][CH2:16][CH2:17]O)[C:10]=2[C:9]2[CH2:8][CH2:7][CH2:6][CH2:5][C:4]=2[N:3]=1.S(Cl)([Cl:21])=O>CN(C)C=O>[Cl:21][CH2:17][CH2:16][CH2:15][N:14]1[C:10]2[C:9]3[CH2:8][CH2:7][CH2:6][CH2:5][C:4]=3[N:3]=[C:2]([NH2:1])[C:11]=2[N:12]=[CH:13]1. Procedure details: Dimethylformamide was added dropwise to 4-amino-6,7,8,9-tetrahydro-1H-imidazo[4,5-c]quinoline-1-propanol (1.06 g) until a solution was obtained. Thionyl chloride (0.63 mL) was added and the reaction mixture was heated for 45 minutes before being evaporated to dryness. The residue was taken up in ice water then made basic with saturated sodium bicarbonate solution. The resulting precipitate was collected and dried to provide 0.32 g of a dark brown solid. This material was purified by silica gel c... The reactants are C(C1=CC=CC=C1)(=O)NC1=CC=C(C=2C(C3=CC=CC=C3C(C12)=O)=O)Br (1-benzamido-4-bromoanthraquinone), [N+](=O)([O-])C1=CC=CC=C1 (nitrobenzene), NC1=CC=CC=2C(C3=C(C=CC=C3C(C12)=O)NC(C1=CC=CC=C1)=O)=O (1-amino-5-benzamidoanthraquinone), C([O-])([O-])=O.[Na+].[Na+] (sodium carbonate). Reagents/catalysts: [Cu]Cl (copper(I) chloride), [Cu]Cl (copper(I) chloride). Run at temperature 190 celsius, time 2 hour. The product is C1=CC=C2C(=C1)C(=O)C3=C(C2=O)C(=CC=C3)NC4=CC=CC5=C4C(=O)C6=CC=CC=C6C5=O (anthrimide). As a reaction SMILES: C(N[C:10]1[C:23]2[C:22](=[O:24])[C:21]3[C:16](=[CH:17][CH:18]=[CH:19][CH:20]=3)[C:15](=[O:25])[C:14]=2[C:13](Br)=[CH:12][CH:11]=1)(=O)C1C=CC=CC=1.[NH2:27][C:28]1[C:41]2[C:40](=[O:42])[C:39]3[C:34](=[C:35](NC(=O)C4C=CC=CC=4)[CH:36]=[CH:37][CH:38]=3)[C:33](=[O:52])[C:32]=2[CH:31]=[CH:30][CH:29]=1.C(=O)([O-])[O-].[Na+].[Na+].[N+](C1C=CC=CC=1)([O-])=O>[Cu]Cl>[CH:12]1[CH:13]=[C:14]2[C:15]([C:16]3[CH:17]=[CH:18][CH:19]=[C:20]([NH:27][C:28]4[C:41]5[C:40]([C:39]6[C:34]([C:33](=[O:52])[C:32]=5[CH:31]=[CH:30][CH:29]=4)=[CH:35][CH:36]=[CH:37][CH:38]=6)=[O:42])[C:21]=3[C:22](=[O:24])[C:23]2=[CH:10][CH:11]=1)=[O:25] |f:2.3.4|. Procedure details: 55 parts of 1-benzamido-4-bromoanthraquinone, 45 parts of 1-amino-5-benzamidoanthraquinone, 10 parts of sodium carbonate and 1.4 parts of copper(I) chloride are suspended in 550 parts of nitrobenzene. With stirring, the mixture is heated to 190° C. and then a further 1.3 parts of copper(I) chloride are added. The reaction mixture is heated to 205° C. and stirred for 3 hours at this temperature while distilling off the water of reaction. The batch is then heated to 215° C. and the pressure rises ... Starting materials: [C@H]12[C@H](NC[C@@H]2C1)CNC(C(F)(F)F)=O (N-[(1S,2S,5R)-1-(3-Aza-bicyclo[3.1.0]hex-2-yl)methyl]-2,2,2-trifluoro-acetamide), C1(=CC=C(C=C1)C=1SC=CC1C(=O)O)C (2-p-tolyl-thiophene-3-carboxylic acid). Product: FC(C(=O)NC[C@@H]1[C@H]2C[C@H]2CN1C(=O)C1=C(SC=C1)C1=CC=C(C=C1)C)(F)F (2,2,2-Trifluoro-N-[(1S,2S,5R)-3-(2-p-tolyl-thiophene-3-carbonyl)-3-aza-bicyclo[3.1.0]hex-2-ylmethyl]-acetamide). Reaction SMILES: [C@H:1]12[CH2:6][C@H:5]1[CH2:4][NH:3][C@@H:2]2[CH2:7][NH:8][C:9](=[O:14])[C:10]([F:13])([F:12])[F:11].[C:15]1([CH3:29])[CH:20]=[CH:19][C:18]([C:21]2[S:22][CH:23]=[CH:24][C:25]=2[C:26](O)=[O:27])=[CH:17][CH:16]=1>>[F:13][C:10]([F:12])([F:11])[C:9]([NH:8][CH2:7][C@H:2]1[N:3]([C:26]([C:25]2[CH:24]=[CH:23][S:22][C:21]=2[C:18]2[CH:19]=[CH:20][C:15]([CH3:29])=[CH:16][CH:17]=2)=[O:27])[CH2:4][C@H:5]2[C@@H:1]1[CH2:6]2)=[O:14]. Reported procedure: prepared by reaction of N-[(1S,2S,5R)-1-(3-Aza-bicyclo[3.1.0]hex-2-yl)methyl]-2,2,2-trifluoro-acetamide with 2-p-tolyl-thiophene-3-carboxylic acid. Reactants: [NH4+].[Cl-] (NH4Cl), C(C)(C)[Mg]Cl (iso-propylmagnesium chloride), C1(CC1)NC(C1=CC(=C(C=C1)C)N1C(C(=NC=C1)OC1=CC=CC=C1)=O)=O (N-Cyclopropyl-4-methyl-3-(2-oxo-3-phenoxy-1(2H)-pyrazinyl)-benzamide), C1=CC=C(C=C1)CS (benzylthiol), O1CCCC1 (tetrahydrofuran). Solvent: O (water). Run at time 36 hour. Yields the product C1(CC1)NC(C1=CC(=C(C=C1)C)N1C(C(=NC=C1)SC1=CC=CC=C1)=O)=O (N-Cyclopropyl-4-methyl-3-[2-oxo-3-(phenylthio)-1(2H)-pyrazinyl]-benzamide). Reaction SMILES: [CH:1]([Mg]Cl)([CH3:3])[CH3:2].[CH:6]1([NH:9][C:10](=[O:32])[C:11]2[CH:16]=[CH:15][C:14]([CH3:17])=[C:13]([N:18]3[CH:23]=[CH:22][N:21]=[C:20](OC4C=CC=CC=4)[C:19]3=[O:31])[CH:12]=2)[CH2:8][CH2:7]1.C1C=CC(C[SH:40])=CC=1.[NH4+].[Cl-].O1C[CH2:46][CH2:45][CH2:44]1>O>[CH:6]1([NH:9][C:10](=[O:32])[C:11]2[CH:16]=[CH:15][C:14]([CH3:17])=[C:13]([N:18]3[CH:23]=[CH:22][N:21]=[C:20]([S:40][C:1]4[CH:3]=[CH:46][CH:45]=[CH:44][CH:2]=4)[C:19]3=[O:31])[CH:12]=2)[CH2:7][CH2:8]1 |f:3.4|. Procedure details: A solution of iso-propylmagnesium chloride (2M in tetrahydrofuran, 0.5 mL) was added to a stirred mixture of N-cyclopropyl-4-methyl-3-(2-oxo-3-phenoxy-1(2H)-pyrazinyl)-benzamide (Example 116, 45 mg), benzylthiol (0.2 mL) and tetrahydrofuran (0.5 mL) and the mixture was stirred at room temperature for 36 h. Solid NH4Cl and water were added and the mixture extracted into ethyl acetate. The organic phase was dried (Na2SO4) and concentrated in vacuo. Purification by preparative HPLC (Gemini column, ... The reactants are N1=CC(=CC=C1)C(=O)CC (Ethyl 3-pyridyl ketone), BrCCC(C)C (1-bromo-3-methylbutane), C1(=CC=CC=C1)CCN1C=C(CCC1)C(=O)C (Methyl 1-(2-phenylethyl)-1,4,5,6-tetrahydro-3-pyridyl ketone). Product: [Br-].CC(CC[N+]1=CC(=CC=C1)C(CC)=O)C (1-(3-methylbutyl)-3-propionyl pyridinium bromide). RXN SMILES: [N:1]1[CH:6]=[CH:5][CH:4]=[C:3]([C:7]([CH2:9][CH3:10])=[O:8])[CH:2]=1.[Br:11][CH2:12][CH2:13][CH:14]([CH3:16])[CH3:15].C1(CCN2CCCC(C(C)=O)=C2)C=CC=CC=1>>[Br-:11].[CH3:15][CH:14]([CH3:16])[CH2:13][CH2:12][N+:1]1[CH:6]=[CH:5][CH:4]=[C:3]([C:7](=[O:8])[CH2:9][CH3:10])[CH:2]=1 |f:3.4|. Reported procedure: Ethyl 3-pyridyl ketone was reacted with 1-bromo-3-methylbutane according to the procedure of Parb (a) of Example 6 to give 1-(3-methylbutyl)-3-propionyl pyridinium bromide as a pale brown crystalline solid. Reactants: CC(C)(C)OC(=O)N1CCNCC1, CCOC(=O)Cc1csc(NC(=O)c2ccc(Cl)cc2)n1, C1CCOC1. Product: CC(C)(C)OC(=O)N1CCN(C(=O)Cc2csc(NC(=O)c3ccc(Cl)cc3)n2)CC1. Reaction SMILES: [C:22]([CH3:23])([CH3:24])([CH3:25])[O:26][C:27](=[O:28])[N:29]1[CH2:30][CH2:31][NH:32][CH2:33][CH2:34]1.[CH2:1]([O:2][C:4]([CH2:5][c:6]1[n:7][c:8]([NH:11][C:12]([c:13]2[cH:14][cH:15][c:16]([Cl:19])[cH:17][cH:18]2)=[O:20])[s:9][cH:10]1)=[O:21])[CH3:3].[CH2:35]1[O:36][CH2:37][CH2:38][CH2:39]1>>[C:4]([CH2:5][c:6]1[n:7][c:8]([NH:11][C:12]([c:13]2[cH:14][cH:15][c:16]([Cl:19])[cH:17][cH:18]2)=[O:20])[s:9][cH:10]1)(=[O:21])[N:32]1[CH2:31][CH2:30][N:29]([C:27]([O:26][C:22]([CH3:23])([CH3:24])[CH3:25])=[O:28])[CH2:34][CH2:33]1. Starting materials: O=C(Cl)C(=O)Cl, ClCCl, CN(C)C=O, O=C(O)C12CCC(c3ccccc3)(CC1)CC2. Yields the product O=C(Cl)C12CCC(c3ccccc3)(CC1)CC2. As a reaction SMILES: [Cl:23][C:24]([C:25]([Cl:26])=[O:27])=[O:28].[Cl:29][CH2:30][Cl:31].[O:18]=[CH:19][N:20]([CH3:21])[CH3:22].[c:1]1([C:7]23[CH2:8][CH2:9][C:10]([C:15](=[O:16])[OH:17])([CH2:11][CH2:12]2)[CH2:13][CH2:14]3)[cH:2][cH:3][cH:4][cH:5][cH:6]1>>[c:1]1([C:7]23[CH2:8][CH2:9][C:10]([C:15](=[O:17])[Cl:23])([CH2:11][CH2:12]2)[CH2:13][CH2:14]3)[cH:2][cH:3][cH:4][cH:5][cH:6]1.